This data is from the Open Reaction Database (ORD), a public repository of structured organic reaction records. The task is: describe an organic reaction: reactants, conditions, products, and yield The reactants are Brc1cccc(Br)n1, CN(C)C=O, COC(=O)CO. The product is COC(=O)COc1cccc(Br)n1. RXN SMILES: [Br:7][c:8]1[n:9][c:10]([Br:14])[cH:11][cH:12][cH:13]1.[CH3:15][N:16]([CH3:17])[CH:18]=[O:19].[CH3:1][O:2][C:3]([CH2:4][OH:5])=[O:6]>>[CH3:1][O:2][C:3]([CH2:4][O:5][c:10]1[n:9][c:8]([Br:7])[cH:13][cH:12][cH:11]1)=[O:6]. As a reaction SMILES: [F:1][c:2]1[cH:3][c:4]([CH2:9][C:10](=[O:11])[OH:12])[cH:5][c:6]([F:8])[cH:7]1.[NH2:13][CH:14]([CH3:15])[C:16](=[O:17])[C:18]1([NH2:39])[C:19](=[O:38])[N:20]([CH3:37])[c:21]2[c:22]([cH:32][c:33]([Br:36])[cH:34][cH:35]2)[C:23]([c:25]2[c:26]([F:31])[cH:27][cH:28][cH:29][cH:30]2)=[N:24]1>>[F:1][c:2]1[cH:3][c:4]([CH2:9][C:10](=[O:12])[NH:13][CH:14]([CH3:15])[C:16](=[O:17])[C:18]2([NH2:39])[C:19](=[O:38])[N:20]([CH3:37])[c:21]3[c:22]([cH:32][c:33]([Br:36])[cH:34][cH:35]3)[C:23]([c:25]3[c:26]([F:31])[cH:27][cH:28][cH:29][cH:30]3)=[N:24]2)[cH:5][c:6]([F:8])[cH:7]1. Product: CC(NC(=O)Cc1cc(F)cc(F)c1)C(=O)C1(N)N=C(c2ccccc2F)c2cc(Br)ccc2N(C)C1=O. Starting materials: O=C(O)Cc1cc(F)cc(F)c1, CC(N)C(=O)C1(N)N=C(c2ccccc2F)c2cc(Br)ccc2N(C)C1=O.